From a dataset of the Open Reaction Database (ORD), a public repository of structured organic reaction records. describe an organic reaction: reactants, conditions, products, and yield The reactants are Cc1ccc(-c2cc(CCC=O)nn2C(C)(C)C)cc1, CCN(C(C)C)C(C)C, Clc1ccc(N2CCNCC2)cc1Cl. Product: Cc1ccc(-c2cc(CCCN3CCN(c4ccc(Cl)c(Cl)c4)CC3)nn2C(C)(C)C)cc1. RXN SMILES: [C:1]([CH3:2])([CH3:3])([CH3:4])[n:5]1[n:6][c:7]([CH2:17][CH2:18][CH:19]=[O:20])[cH:8][c:9]1-[c:10]1[cH:11][cH:12][c:13]([CH3:16])[cH:14][cH:15]1.[CH:35]([N:36]([CH2:37][CH3:38])[CH:39]([CH3:40])[CH3:41])([CH3:42])[CH3:43].[Cl:21][c:22]1[cH:23][c:24]([N:29]2[CH2:30][CH2:31][NH:32][CH2:33][CH2:34]2)[cH:25][cH:26][c:27]1[Cl:28]>>[C:1]([CH3:2])([CH3:3])([CH3:4])[n:5]1[n:6][c:7]([CH2:17][CH2:18][CH2:19][N:32]2[CH2:31][CH2:30][N:29]([c:24]3[cH:23][c:22]([Cl:21])[c:27]([Cl:28])[cH:26][cH:25]3)[CH2:34][CH2:33]2)[cH:8][c:9]1-[c:10]1[cH:11][cH:12][c:13]([CH3:16])[cH:14][cH:15]1. The reactants are C(C)OC(CC1=NC=CC(=C1)C)=O ((4-Methyl-pyridin-2-yl)-acetic acid ethyl ester), ( 12 ), [OH-].[Na+] (NaOH). The solvent is C(C)O (ethanol). Product: CC1=CC(=NC=C1)CC(=O)O ((4-Methyl-pyridin-2-yl)-acetic acid). The yield is 118.6%. As a reaction SMILES: C([O:3][C:4](=[O:13])[CH2:5][C:6]1[CH:11]=[C:10]([CH3:12])[CH:9]=[CH:8][N:7]=1)C.[OH-].[Na+]>C(O)C>[CH3:12][C:10]1[CH:9]=[CH:8][N:7]=[C:6]([CH2:5][C:4]([OH:13])=[O:3])[CH:11]=1 |f:1.2|. Reported procedure: (4-Methyl-pyridin-2-yl)-acetic acid ethyl ester (1.0 g)—prepared according to Chem. Parm. Bull 32 (12), 1984, 4866-4872—was dissolved in ethanol (30 ml) and treated with a 1M ethanolic NaOH solution (5.83 ml). The mixture was refluxed for 4 hours, cooled and evaporated in vacuo. The residue was dissolved in water (50 ml) and the pH was adjusted to 3.0 with 1M HCl. The solvent was evaporated and the residue was suspended in ethanol (150 ml) and filtered. The clear filtrate was evaporated to dryne...